Dataset: the Open Reaction Database (ORD), a public repository of structured organic reaction records. Task: describe an organic reaction: reactants, conditions, products, and yield Starting materials: C(C)(C)(C)OC(=O)N[C@H]1CC[C@H]([C@@H](C1)SC(C1=CC=CC=C1)=O)O (Thiobenzoic acid S-((1R,2R,5S)-5-tert-butoxycarbonylamino-2-hydroxy-cyclohexyl) ester), CC(=O)OI1(C2=CC=CC=C2C(=O)O1)(OC(=O)C)OC(=O)C (1,1-dihydro-1,1,1-triacetoxy-1,2-benziodoxol-3(1H)-one). Solvent: C1(=CC=CC=C1)C.C(C)(=O)OCC (toluene ethyl acetate). Product: C(C)(C)(C)OC(=O)NC1CCC(C(C1)SC(C1=CC=CC=C1)=O)=O (Thiobenzoic acid S-(5-tert-butoxycarbonylamino-2-oxo-cyclohexyl) ester). Isolated yield 83.0%. RXN SMILES: [C:1]([O:5][C:6]([NH:8][C@@H:9]1[CH2:14][C@@H:13]([S:15][C:16](=[O:23])[C:17]2[CH:22]=[CH:21][CH:20]=[CH:19][CH:18]=2)[C@H:12]([OH:24])[CH2:11][CH2:10]1)=[O:7])([CH3:4])([CH3:3])[CH3:2].CC(OI1(OC(C)=O)(OC(C)=O)OC(=O)C2C1=CC=CC=2)=O>C1(C)C=CC=CC=1.C(OCC)(=O)C>[C:1]([O:5][C:6]([NH:8][CH:9]1[CH2:14][CH:13]([S:15][C:16](=[O:23])[C:17]2[CH:18]=[CH:19][CH:20]=[CH:21][CH:22]=2)[C:12](=[O:24])[CH2:11][CH2:10]1)=[O:7])([CH3:4])([CH3:2])[CH3:3] |f:2.3|. Procedure: Thiobenzoic acid S-((1R,2R,5S)-5-tert-butoxycarbonylamino-2-hydroxy-cyclohexyl) ester+(1S,2S,5R) diastereomer (8.7 g, 24.8 mmol) from Example 34 Step A was treated with 1,1-dihydro-1,1,1-triacetoxy-1,2-benziodoxol-3(1H)-one (11.02 g, 26 mmol) according to the method of Example 34 Step B. After work up and chromatography (silica, toluene/ethyl acetate=6/1) of the mixture the title compound (toluene/ethyl acetate=3/1, Rf=0.43, 7.15 g, 83% yield) was obtained as a white solid.